From a dataset of the Open Reaction Database (ORD), a public repository of structured organic reaction records. describe an organic reaction: reactants, conditions, products, and yield The reactants are Grignard reagent, C(C(=O)OCC)(=O)OCC (diethyl oxalate), Grignard reagent, [Mg] (Magnesium), BrCC (bromoethane), BrC1=C(C=CC=C1)COC1OCCCC1 (1-bromo-2-(2-tetrahydropyranyloxymethyl)benzene). Solvent: C1CCOC1 (THF), O (water), C1CCOC1 (THF). Reaction conditions: time 1 hour. The product is O=C(C(=O)OCC)C1=C(C=CC=C1)COC1OCCCC1 (ethyl 2-oxo-2-[2-(2-tetrahydropyranyloxymethyl)phenyl]acetate). Yield: 77.3%. Reaction SMILES: [Mg].BrCC.Br[C:6]1[CH:11]=[CH:10][CH:9]=[CH:8][C:7]=1[CH2:12][O:13][CH:14]1[CH2:19][CH2:18][CH2:17][CH2:16][O:15]1.[C:20](OCC)(=[O:26])[C:21]([O:23][CH2:24][CH3:25])=[O:22]>O.C1COCC1>[O:26]=[C:20]([C:6]1[CH:11]=[CH:10][CH:9]=[CH:8][C:7]=1[CH2:12][O:13][CH:14]1[CH2:19][CH2:18][CH2:17][CH2:16][O:15]1)[C:21]([O:23][CH2:24][CH3:25])=[O:22]. Procedure details: Magnesium (2.67 g, 0.11 mol) and bromoethane (0.2 ml) were added to a mixed solution of 1-bromo-2-(2-tetrahydropyranyloxymethyl)benzene (27.11 g, 0.10 mol) and THF (50 ml) under an atmosphere of nitrogen gas. The mixture was stirred at room temperature for 1 hour to prepare a Grignard reagent. The Grignard reagent was added dropwise to a mixed solution of diethyl oxalate (29.23 g, 0.20 mol) and THF (100 ml) cooled to -78° C. The mixture was stirred at -78° C. for 1 hour, water (150 ml) was added... The reactants are OCC(N)(CO)CO (tris (hydroxymethyl) methylamine), C(C)(=O)C1=C(C(=C(OCC(COC2=C(C3=C(C(C=C(O3)C(=O)O)=O)C=C2)CCC)O)C=C1)CCC)O (7-[3-(4-acetyl-3-hydroxy-2-propylphenoxy)-2-hydroxypropoxy]-4-oxo-8-propyl-4H-1-benzopyran-2-carboxylic acid). Procedure details: A solution of 0.121 parts of tris (hydroxymethyl) methylamine in 25 parts of ethyl alcohol was added to a solution of 0.498 parts of 7-[3-(4-acetyl-3-hydroxy-2-propylphenoxy)-2-hydroxypropoxy]-4-oxo-8-propyl-4H-1-benzopyran-2-carboxylic acid in 25 parts of ethyl alcohol and the mixture heated on the steam bath for 5 minutes. Run in C(C)O (ethyl alcohol), C(C)O (ethyl alcohol). Reaction SMILES: [OH:1][CH2:2][C:3]([CH2:7][OH:8])([CH2:5][OH:6])[NH2:4].[C:9]([C:12]1[CH:40]=[CH:39][C:15]([O:16][CH2:17][CH:18]([OH:38])[CH2:19][O:20][C:21]2[CH:34]=[CH:33][C:24]3[C:25](=[O:32])[CH:26]=[C:27]([C:29]([OH:31])=[O:30])[O:28][C:23]=3[C:22]=2[CH2:35][CH2:36][CH3:37])=[C:14]([CH2:41][CH2:42][CH3:43])[C:13]=1[OH:44])(=[O:11])[CH3:10]>C(O)C>[OH2:1].[OH:1][CH2:2][C:3]([CH2:7][OH:8])([CH2:5][OH:6])[NH2:4].[C:9]([C:12]1[CH:40]=[CH:39][C:15]([O:16][CH2:17][CH:18]([OH:38])[CH2:19][O:20][C:21]2[CH:34]=[CH:33][C:24]3[C:25](=[O:32])[CH:26]=[C:27]([C:29]([OH:31])=[O:30])[O:28][C:23]=3[C:22]=2[CH2:35][CH2:36][CH3:37])=[C:14]([CH2:41][CH2:42][CH3:43])[C:13]=1[OH:44])(=[O:11])[CH3:10] |f:3.4.5|. Product: O.OCC(N)(CO)CO.C(C)(=O)C1=C(C(=C(OCC(COC2=C(C3=C(C(C=C(O3)C(=O)O)=O)C=C2)CCC)O)C=C1)CCC)O (7-[3-(4-Acetyl-3-hydroxy-2-propylphenoxy)-2-hydroxypropoxy]-4-oxo-8-propyl-4H-1-benzopyran-2-carboxylic acid tris (hydroxymethyl) methylamine salt monohydrate). Reactants: [Si](C)(C)(C(C)(C)C)OCCOC1=CC=C(CCC=2C=NC3=C(N=C4C(=C3C2)C=CC(=C4)C)N)C=C1 (2-(4-(2-(tert-butyldimethylsilyloxy)ethoxy)phenethyl)-8-methylbenzo[f][1,7]naphthyridin-5-amine), solution, [F-].C(CCC)[N+](CCCC)(CCCC)CCCC (tetrabutylammonium fluoride). Run in C(C)(=O)OCC (ethyl acetate), O (water), O1CCCC1 (tetrahydrofuran), C1CCOC1 (THF). Conditions: temperature 22 celsius, time 2 hour. The product is NC1=NC2=C(C=3C=C(C=NC13)CCC1=CC=C(OCCO)C=C1)C=CC(=C2)C (2-(4-(2-(5-amino-8-methylbenzo[f][1,7]naphthyridin-2-yl)ethyl)phenoxy)ethanol). RXN SMILES: [Si]([O:8][CH2:9][CH2:10][O:11][C:12]1[CH:35]=[CH:34][C:15]([CH2:16][CH2:17][C:18]2[CH:19]=[N:20][C:21]3[C:26]([CH:27]=2)=[C:25]2[CH:28]=[CH:29][C:30]([CH3:32])=[CH:31][C:24]2=[N:23][C:22]=3[NH2:33])=[CH:14][CH:13]=1)(C(C)(C)C)(C)C.[F-].C([N+](CCCC)(CCCC)CCCC)CCC>O1CCCC1.C(OCC)(=O)C.O>[NH2:33][C:22]1[C:21]2[N:20]=[CH:19][C:18]([CH2:17][CH2:16][C:15]3[CH:34]=[CH:35][C:12]([O:11][CH2:10][CH2:9][OH:8])=[CH:13][CH:14]=3)=[CH:27][C:26]=2[C:25]2[CH:28]=[CH:29][C:30]([CH3:32])=[CH:31][C:24]=2[N:23]=1 |f:1.2|. Procedure details: To a solution of 2-(4-(2-(tert-butyldimethylsilyloxy)ethoxy)phenethyl)-8-methylbenzo[f][1,7]naphthyridin-5-amine (from the previous step) (1.0 equiv.) in tetrahydrofuran (0.10 M) was added a 1.0 M solution of tetrabutylammonium fluoride (5 equiv.) in THF and the resulting mixture was allowed to stir at 22° C. for 2 hours. At this point, the mixture was diluted with ethyl acetate and water. The biphasic layers were separated and the aqueous layer was washed twice with ethyl acetate. The combined ... Reactants: CCOCC, CCCn1nc2c(=O)[nH]c3ccccc3c2c1N, O=P(Cl)(Cl)Cl. Product: CCCn1nc2c(Cl)nc3ccccc3c2c1N. Reaction SMILES: [CH3:24][CH2:25][O:26][CH2:27][CH3:28].[NH2:1][c:2]1[n:3]([CH2:16][CH2:17][CH3:18])[n:4][c:5]2[c:6](=[O:15])[nH:7][c:8]3[cH:9][cH:10][cH:11][cH:12][c:13]3[c:14]12.[P:19]([Cl:20])([Cl:21])([Cl:22])=[O:23]>>[NH2:1][c:2]1[n:3]([CH2:16][CH2:17][CH3:18])[n:4][c:5]2[c:6]([Cl:21])[n:7][c:8]3[cH:9][cH:10][cH:11][cH:12][c:13]3[c:14]12. The reactants are BrB(Br)Br, ClCCl, COc1ccc(C(=O)C(F)(F)F)cc1, O. Product: O=C(c1ccc(O)cc1)C(F)(F)F. As a reaction SMILES: [Br:15][B:16]([Br:17])[Br:18].[Cl:20][CH2:21][Cl:22].[F:1][C:2]([C:3](=[O:4])[c:5]1[cH:6][cH:7][c:8]([O:11][CH3:12])[cH:9][cH:10]1)([F:13])[F:14].[OH2:19]>>[F:1][C:2]([C:3](=[O:4])[c:5]1[cH:6][cH:7][c:8]([OH:11])[cH:9][cH:10]1)([F:13])[F:14]. The reactants are COC1=CC=C(CC2N(CC(C(C2(C)C)=O)C(=O)OC)C)C=C1 (methyl 2-(p-methoxybenzyl)-4-oxo-1,3,3-trimethyl-5-piperidinecarboxylate), Cl (hydrochloric acid), Cl (hydrochloride), Cl (hydrochloride), Cl (hydrogen chloride). Run in CC(=O)C (acetone). Product: Cl.COC1=CC=C(CC2N(CCC(C2(C)C)=O)C)C=C1 (2-(p-Methoxybenzyl)-1,3,3-trimethyl-4-piperidone hydrochloride). Yield: 87.0%. RXN SMILES: [CH3:1][O:2][C:3]1[CH:23]=[CH:22][C:6]([CH2:7][CH:8]2[C:13]([CH3:15])([CH3:14])[C:12](=[O:16])[CH:11](C(OC)=O)[CH2:10][N:9]2[CH3:21])=[CH:5][CH:4]=1.[ClH:24]>CC(C)=O>[ClH:24].[CH3:1][O:2][C:3]1[CH:4]=[CH:5][C:6]([CH2:7][CH:8]2[C:13]([CH3:15])([CH3:14])[C:12](=[O:16])[CH2:11][CH2:10][N:9]2[CH3:21])=[CH:22][CH:23]=1 |f:3.4|. Procedure: A solution of the hydrochloride (80 g) of methyl 2-(p-methoxybenzyl)-4-oxo-1,3,3-trimethyl-5-piperidinecarboxylate in 450 ml of 1 N hydrochloric acid is refluxed for 12 hours. After cooling, some resinous material is removed by extraction with ether. Alkalinization of the aqueus solution with the aid of ammonia causes the separation of the piperidone which is extracted with ether. Concentration in vacuo of the extent gives a residue which is dissolved in ethanolic hydrogen chloride. Evaporation ... The reactants are C(C1=CC=CC=C1)ONC(=O)[C@H]1[C@@H]([C@H]2[C@H](CN1S(=O)(=O)C1=CC=C(C=C1)OC)OC(O2)(C)C)O ((3aS,6R,7S,7aS)-7-hydroxy-5-(4′-methoxybenzenesulfonyl)-2,2-dimethyl-hexahydro-[1,3]dioxolo[4,5-c]pyridine-6-carboxylic Acid Benzyloxyamide). The solvent is CO (methanol). Run at time 8 hour. Yields the product C(C1=CC=CC=C1)ONC(=O)[C@@H]1N(C[C@@H]([C@H]([C@H]1O)O)O)S(=O)(=O)C1=CC=C(C=C1)OC ((2R,3S,4R,5S)-3,4,5-trihydroxy-1-(4′-methoxybenzenesulfonyl)-piperidine-2-carboxylic Acid Benzyloxyamide). The yield is 96.4%. As a reaction SMILES: [CH2:1]([O:8][NH:9][C:10]([C@@H:12]1[N:17]([S:18]([C:21]2[CH:26]=[CH:25][C:24]([O:27][CH3:28])=[CH:23][CH:22]=2)(=[O:20])=[O:19])[CH2:16][C@@H:15]2[O:29]C(C)(C)[O:31][C@H:14]2[C@H:13]1[OH:34])=[O:11])[C:2]1[CH:7]=[CH:6][CH:5]=[CH:4][CH:3]=1>CO>[CH2:1]([O:8][NH:9][C:10]([C@H:12]1[C@H:13]([OH:34])[C@H:14]([OH:31])[C@@H:15]([OH:29])[CH2:16][N:17]1[S:18]([C:21]1[CH:22]=[CH:23][C:24]([O:27][CH3:28])=[CH:25][CH:26]=1)(=[O:20])=[O:19])=[O:11])[C:2]1[CH:7]=[CH:6][CH:5]=[CH:4][CH:3]=1. Procedure details: The above compound (5) (1.1 g) was dissolved in methanol (25 mL) and a cation exchange resin (Muromac, 3.0 g) was added, and then the mixture was stirred overnight at room temperature. The insoluble material was removed by filtration and the filtrate was concentrated under reduced pressure. The resulting residue was purified by silica gel medium pressure column chromatography (chloroform:methanol=20:1) to obtain the titled compound (974 mg) as a syrup. The reactants are FC1=C(N)C=C(C=C1)C(F)(F)F (2-fluoro-5-trifluoromethylaniline), SC=1SC2=C(N1)C=C(C=C2)C(F)(F)F (2-mercapto-5-trifluoromethyl-1,3-benzothiazole), ClC=1SC2=C(N1)C=C(C=C2)Cl (2,5-dichloro-1,3-benzothiazole). Reaction conditions: temperature 95 celsius. Yields the product ClC=1SC2=C(N1)C=C(C=C2)C(F)(F)F (2-Chloro-5-trifluoromethyl-1,3-benzothiazole). As a reaction SMILES: F[C:2]1[CH:8]=[CH:7][C:6]([C:9]([F:12])([F:11])[F:10])=[CH:5][C:3]=1[NH2:4].SC1SC2C=CC(C(F)(F)F)=CC=2N=1.[Cl:27][C:28]1[S:29]C2C=CC(Cl)=CC=2N=1>>[Cl:27][C:28]1[S:29][C:2]2[CH:8]=[CH:7][C:6]([C:9]([F:12])([F:11])[F:10])=[CH:5][C:3]=2[N:4]=1. Procedure: The title compound was prepared from 2-fluoro-5-trifluoromethylaniline via 2-mercapto-5-trifluoromethyl-1,3-benzothiazole as described for 2,5-dichloro-1,3-benzothiazole except that in the first step the reaction mixture was heated to 95° C. for 4 h. Reactants: C([O-])([O-])=O.[Cs+].[Cs+] (cesium carbonate), CC(C)C1=CC(=C(C(=C1)C(C)C)C2=C(C=CC=C2)P(C3CCCCC3)C4CCCCC4)C(C)C (X-PHOS), COC(C[C@@H]1CC[C@H](CC1)C1=CC=C(C=C1)OS(=O)(=O)C(F)(F)F)=O (Methyl[trans-4-[4-[[(trifluoromethyl)sulfonyl]oxy]phenyl]cyclohexyl]acetate), COC(C[C@@H]1CC[C@H](CC1)C1=CC=C(C=C1)OS(=O)(=O)C(F)(F)F)=O (methyl[trans-4-[4-[[(trifluoromethyl)-sulfonyl]oxy]phenyl]cyclohexyl]acetate), C(C)(C)(C)[Si](OCCN)(C)C (2-{[tert-butyl (dimethyl)silyl]oxy}ethanamine). The reagents and catalysts are C(C)(=O)[O-].[Pd+2].C(C)(=O)[O-] (palladium acetate). The solvent is C1(=CC=CC=C1)C (toluene), CCOC(=O)C (EtOAc), CCCCCCC (heptane), CCOC(=O)C (EtOAc). Product: COC(C[C@@H]1CC[C@H](CC1)C1=CC=C(C=C1)NCCO[Si](C)(C)C(C)(C)C)=O (methyl(trans-4-{4-[(2-{[tert-butyl(dimethyl)silyl]oxy}ethyl)-amino]phenyl}cyclohexyl)acetate). Reaction SMILES: [CH3:1][O:2][C:3](=[O:25])[CH2:4][C@H:5]1[CH2:10][CH2:9][C@H:8]([C:11]2[CH:16]=[CH:15][C:14](OS(C(F)(F)F)(=O)=O)=[CH:13][CH:12]=2)[CH2:7][CH2:6]1.[C:26]([Si:30]([CH3:36])([CH3:35])[O:31][CH2:32][CH2:33][NH2:34])([CH3:29])([CH3:28])[CH3:27].C(=O)([O-])[O-].[Cs+].[Cs+].CC(C1C=C(C(C)C)C(C2C=CC=CC=2P(C2CCCCC2)C2CCCCC2)=C(C(C)C)C=1)C>C1(C)C=CC=CC=1.C([O-])(=O)C.[Pd+2].C([O-])(=O)C.CCCCCCC.CCOC(C)=O>[CH3:1][O:2][C:3](=[O:25])[CH2:4][C@H:5]1[CH2:10][CH2:9][C@H:8]([C:11]2[CH:16]=[CH:15][C:14]([NH:34][CH2:33][CH2:32][O:31][Si:30]([C:26]([CH3:29])([CH3:28])[CH3:27])([CH3:36])[CH3:35])=[CH:13][CH:12]=2)[CH2:7][CH2:6]1 |f:2.3.4,7.8.9|. Procedure: Methyl[trans-4-[4-[[(trifluoromethyl)sulfonyl]oxy]phenyl]cyclohexyl]acetate, shown above, which is identified as Compound 55 in U.S. Pat. No. 7,244,727, issued Jul. 17, 2007, was prepared according to the method described therein. A mixture of methyl[trans-4-[4-[[(trifluoromethyl)-sulfonyl]oxy]phenyl]cyclohexyl]acetate (10.1 g, 26.6 mmol), 2-{[tert-butyl (dimethyl)silyl]oxy}ethanamine (5.59 g, 31.9 mmol), which can be prepared by various methods including those disclosed in Journal of the Americ... The reactants are [H-].[Na+] (sodium hydride), NC(=O)C=1C=NN2C1N(CC=C2C2=CC(=CC=C2)C(F)(F)F)C(=S)NC(OCC)=O ([[3-(Aminocarbonyl)-7-[3-(trifluoromethyl)phenyl]pyrazolo[1,5-a]pyrimidin-4(5H)-yl]-thioxomethyl] carbamic acid, ethyl ester), CI (methyl iodide). Solvent: O1CCCC1 (tetrahydrofuran). Reaction conditions: temperature 0 celsius, time 30 minute. Product: O=C1C=2C=NN3C(=CCN(C(=N1)NC(OCC)=O)C32)C3=CC(=CC=C3)C(F)(F)F ([3-Oxo-8[3-(trifluoromethyl)phenyl]-3H,6H-1,4,5a,8 a-tetraazaacenaphthylen-5-yl]carbamic acid, ethyl ester). Reaction SMILES: [NH2:1][C:2]([C:4]1[CH:5]=[N:6][N:7]2[C:12]([C:13]3[CH:18]=[CH:17][CH:16]=[C:15]([C:19]([F:22])([F:21])[F:20])[CH:14]=3)=[CH:11][CH2:10][N:9]([C:23]([NH:25][C:26](=[O:30])[O:27][CH2:28][CH3:29])=S)[C:8]=12)=[O:3].[H-].[Na+].CI>O1CCCC1>[O:3]=[C:2]1[N:1]=[C:23]([NH:25][C:26](=[O:30])[O:27][CH2:28][CH3:29])[N:9]2[C:8]3[N:7]([C:12]([C:13]4[CH:18]=[CH:17][CH:16]=[C:15]([C:19]([F:22])([F:21])[F:20])[CH:14]=4)=[CH:11][CH2:10]2)[N:6]=[CH:5][C:4]1=3 |f:1.2|. Procedure details: To a stirred solution of 300 mg of [[3-(amino carbonyl)-7-[3-(trifluoromethyl)phenyl]pyrazolo[1,5-a]pyrimidin-4(5H)-yl]-thioxomethyl]carbamic acid, ethyl ester (Example 12) in 15.0 ml of dry tetrahydrofuran cooled in an ice bath at 0° C. was added 30 mg of sodium hydride (60% dispersion in mineral oil) in one portion. After the evolution of gas ceased the mixture was stirred for an additional 30 minutes at 0° C., then 1.0 ml of methyl iodide was added and the reaction mixture was allowed to warm...